The task is: describe an organic reaction: reactants, conditions, products, and yield. This data is from the Open Reaction Database (ORD), a public repository of structured organic reaction records. Starting materials: NC1=CC=C2C(=N1)C(=CN2)C2CCN(CC2)C (5-amino-3-(1-methylpiperidin-4-yl)pyrrolo[3,2-b]pyridine), C(C)N=C=O (ethyl isocyanate). The product is C(C)NC(=O)NC1=CC=C2C(=N1)C(=CN2)C2CCN(CC2)C (N-[ethyl]-N'-[3-(1-methylpiperidin-4-yl)pyrrolo[3,2-b]pyridin-5-yl]urea). Isolated yield 69.9%. As a reaction SMILES: [NH2:1][C:2]1[N:7]=[C:6]2[C:8]([CH:11]3[CH2:16][CH2:15][N:14]([CH3:17])[CH2:13][CH2:12]3)=[CH:9][NH:10][C:5]2=[CH:4][CH:3]=1.[CH2:18]([N:20]=[C:21]=[O:22])[CH3:19]>>[CH2:18]([NH:20][C:21]([NH:1][C:2]1[N:7]=[C:6]2[C:8]([CH:11]3[CH2:16][CH2:15][N:14]([CH3:17])[CH2:13][CH2:12]3)=[CH:9][NH:10][C:5]2=[CH:4][CH:3]=1)=[O:22])[CH3:19]. Procedure details: Beginning with 0.15 gm (0.65 mMol) 5-amino-3-(1-methylpiperidin-4-yl)pyrrolo[3,2-b]pyridine and 0.067 mL (0.85 mMol) ethyl isocyanate, 0.137 gm (70%) of the title compound were recovered essentially by the procedure of Example 122. An analytical sample was crystallized from aqueous ethanol. Starting materials: C1CCC(CC1)N=C=NC2CCCCC2 (DCC), CS(=O)(=O)O (methanesulfonic acid), Cl.N(C(=N)N)C1=CC=C(C(=O)O)C=C1 (4-guanidinobenzoic acid hydrochloride), CS(=O)(=O)OC1=CC=C(C=C1)C=CC(N)=N (4-(β-amidinoethenyl)phenol methanesulfonate). Run in N1=CC=CC=C1 (pyridine), C(C)OCC (Ethyl ether). Yields the product N(C(=N)N)C1=CC=C(C(=O)OC2=CC=C(C=C2)C=CC(N)=N)C=C1 (4-(β-amidinoethenyl)phenyl 4-guanidinobenzoate). RXN SMILES: Cl.[NH:2]([C:6]1[CH:14]=[CH:13][C:9]([C:10]([OH:12])=[O:11])=[CH:8][CH:7]=1)[C:3]([NH2:5])=[NH:4].C1CCC(N=C=NC2CCCCC2)CC1.CS(O[C:35]1[CH:40]=[CH:39][C:38]([CH:41]=[CH:42][C:43](=[NH:45])[NH2:44])=[CH:37][CH:36]=1)(=O)=O.CS(O)(=O)=O>N1C=CC=CC=1.C(OCC)C>[NH:2]([C:6]1[CH:14]=[CH:13][C:9]([C:10]([O:12][C:35]2[CH:40]=[CH:39][C:38]([CH:41]=[CH:42][C:43](=[NH:44])[NH2:45])=[CH:37][CH:36]=2)=[O:11])=[CH:8][CH:7]=1)[C:3]([NH2:5])=[NH:4] |f:0.1|. Reported procedure: To a solution of 106 g of 4-guanidinobenzoic acid hydrochloride in 1.3 liters of pyridine, while being cooled in ice and stirred, was added 122 g of DCC. After 30 minutes of stirring, to the mixture was added slowly 127 g of 4-(β-amidinoethenyl)phenol methanesulfonate. The resulting clear solution was stirred overnight and the precipitated solid substance was collected by filtration. The solid substance was suspended in 2 liters of water, thoroughly stirred, and filtered. To the filtrate was add... As a reaction SMILES: [CH2:1]([CH2:2][CH2:3][CH2:4][CH2:5][CH3:6])[N:7]([CH:8]=[O:9])[c:10]1[n:11][c:12]([CH3:16])[cH:13][cH:14][cH:15]1.[Cl:17][c:18]1[cH:19][cH:20][cH:21][c:22]([C:23]([O:24][OH:26])=[O:25])[cH:27]1.[Cl:28][CH2:29][Cl:30]>>[CH2:1]([CH2:2][CH2:3][CH2:4][CH2:5][CH3:6])[N:7]([CH:8]=[O:9])[c:10]1[n+:11]([O-:25])[c:12]([CH3:16])[cH:13][cH:14][cH:15]1. Product: CCCCCCN(C=O)c1cccc(C)[n+]1[O-]. Starting materials: CCCCCCN(C=O)c1cccc(C)n1, O=C(OO)c1cccc(Cl)c1, ClCCl.